This data is from the Open Reaction Database (ORD), a public repository of structured organic reaction records. The task is: describe an organic reaction: reactants, conditions, products, and yield The reactants are ClC1=C(C=2C=CC(=NC2C=C1)C)C(=O)O (6-Chloro-2-methyl-5-quinolinecarboxylic Acid), FC(C(=O)O)(F)F (trifluoroacetic acid), ClC=1C(=C2C=CC(=NC2=CC1)NCCC(=O)OC(C)(C)C)NC(CC1CCCCC1)=O (N-[6-chloro-5-[(cyclohexylacetyl)amino]-2-quinolinyl]-β-alanine, 1,1-dimethylethyl ester), Example 41 ( a ). The product is ClC=1C(=C2C=CC(=NC2=CC1)NCCC(=O)O)NC(CC1CCCCC1)=O (N-[6-Chloro-5-[(cyclohexylacetyl)amino]-2-quinolinyl]-β-alanine). Isolated yield 29.7%. RXN SMILES: ClC1C=CC2N=C(C)C=CC=2C=1C(O)=O.[Cl:16][C:17]1[C:18]([NH:37][C:38](=[O:46])[CH2:39][CH:40]2[CH2:45][CH2:44][CH2:43][CH2:42][CH2:41]2)=[C:19]2[C:24](=[CH:25][CH:26]=1)[N:23]=[C:22]([NH:27][CH2:28][CH2:29][C:30]([O:32]C(C)(C)C)=[O:31])[CH:21]=[CH:20]2.FC(F)(F)C(O)=O>>[Cl:16][C:17]1[C:18]([NH:37][C:38](=[O:46])[CH2:39][CH:40]2[CH2:45][CH2:44][CH2:43][CH2:42][CH2:41]2)=[C:19]2[C:24](=[CH:25][CH:26]=1)[N:23]=[C:22]([NH:27][CH2:28][CH2:29][C:30]([OH:32])=[O:31])[CH:21]=[CH:20]2. Procedure details: Prepared according to the method of example 7 (b), using N-[6-chloro-5-[(cyclohexylacetyl)amino]-2-quinolinyl]-β-alanine, 1,1-dimethylethyl ester (Example 41 (a)) (150 mg) and trifluoroacetic acid (2 mL). Purification by HPLC (Symmetry—0.1% aqueous ammonium acetate/acetonitrile) afforded the title product (39 mg). The reactants are [N+](=O)([O-])C=1C=NN(C1)CCNC(C)=O (N-(2-(4-nitro-1H-pyrazol-1-yl)ethyl)acetamide). Reagents/catalysts: [C].[Pd] (palladium-carbon). Run in C(C)O (ethanol). Run at time 3 hour. Product: NC=1C=NN(C1)CCNC(C)=O (N-(2-(4-amino-1H-pyrazol-1-yl)ethyl) acetamide). Yield: 110.1%. Reaction SMILES: [N+:1]([C:4]1[CH:5]=[N:6][N:7]([CH2:9][CH2:10][NH:11][C:12](=[O:14])[CH3:13])[CH:8]=1)([O-])=O>C(O)C.[C].[Pd]>[NH2:1][C:4]1[CH:5]=[N:6][N:7]([CH2:9][CH2:10][NH:11][C:12](=[O:14])[CH3:13])[CH:8]=1 |f:2.3|. Procedure: To a solution of N-(2-(4-nitro-1H-pyrazol-1-yl)ethyl)acetamide (610 mg) obtained in Step C of Example 348 in ethanol (20 mL) was added 10% palladium-carbon (160 mg), and the mixture was stirred at room temperature for 3 hr under hydrogen atmosphere (at normal pressures). The palladium carbon was removed by filtration through Celite, and the solvent was evaporated under reduced pressure to give the title compound (570 mg). Procedure: A mixture of ethyl 7-hydroxypyrazolo[1,5-a]pyrimidine-6-carboxylate (0.50g., 2.4mM) and 10% sodium hydroxide solution (5ml) was heated on a steam bath for 3 hours. The reaction mixture was cooled and acidified with acetic acid to give the required product as white crystals in 76.3% weight yield (0.33%), m.p. 319°-320° C (decomposition), νmax (nujol) 1740 (acid C=O) and 1675 (lactam C=O)cm-1. Reaction SMILES: [OH:1][C:2]1[N:7]2[N:8]=[CH:9][CH:10]=[C:6]2[N:5]=[CH:4][C:3]=1[C:11]([O:13]CC)=[O:12].[OH-].[Na+]>C(O)(=O)C>[OH:1][C:2]1[N:7]2[N:8]=[CH:9][CH:10]=[C:6]2[N:5]=[CH:4][C:3]=1[C:11]([OH:13])=[O:12] |f:1.2|. The product is OC1=C(C=NC=2N1N=CC2)C(=O)O (7-Hydroxypyrazolo[1,5-a]pyrimidine-6-carboxylic acid). The solvent is C(C)(=O)O (acetic acid). Reactants: OC1=C(C=NC=2N1N=CC2)C(=O)OCC (ethyl 7-hydroxypyrazolo[1,5-a]pyrimidine-6-carboxylate), [OH-].[Na+] (sodium hydroxide). Starting materials: C(C)(C)(C)OC(=O)N([C@H](C)C1=CC=CC2=CC=CC=C12)CC1C(CN(CC1)CCCCCC(=O)O)C1=CC(=CC=C1)F (6-[4-({(tert-butoxycarbonyl)[(1R)-1-(1-naphthyl)ethyl]amino}methyl)-3-(3-fluorophenyl)piperidin-1-yl]hexanoic acid), Cl.C(C)(=O)OCC (hydrogen chloride ethyl acetate). The product is Cl.Cl.FC=1C=C(C=CC1)C1CN(CCC1CN[C@H](C)C1=CC=CC2=CC=CC=C12)CCCCCC(=O)O (6-[3-(3-fluorophenyl)-4-({[(1R)-1-(1-naphthyl)ethyl]amino}methyl)piperidin-1-yl]hexanoic acid dihydrochloride). Conditions: time 2 hour. Run in C(C)(=O)OCC (ethyl acetate). Procedure: To a solution of 168 mg of 6-[4-({(tert-butoxycarbonyl)[(1R)-1-(1-naphthyl)ethyl]amino}methyl)-3-(3-fluorophenyl)piperidin-1-yl]hexanoic acid in 2.0 mL of ethyl acetate was added 1.00 mL of a 4 M hydrogen chloride/ethyl acetate solution at room temperature, followed by stirring for 2 hours. The solvent was removed by distillation under reduced pressure. The residue was purified by reverse phase silica gel column chromatography (acetonitrile-0.001 M hydrochloric acid) to obtain 70 mg of 6-[3-(3-f... As a reaction SMILES: C(OC([N:8]([CH2:21][CH:22]1[CH2:27][CH2:26][N:25]([CH2:28][CH2:29][CH2:30][CH2:31][CH2:32][C:33]([OH:35])=[O:34])[CH2:24][CH:23]1[C:36]1[CH:41]=[CH:40][CH:39]=[C:38]([F:42])[CH:37]=1)[C@@H:9]([C:11]1[C:20]2[C:15](=[CH:16][CH:17]=[CH:18][CH:19]=2)[CH:14]=[CH:13][CH:12]=1)[CH3:10])=O)(C)(C)C.[ClH:43].C(OCC)(=O)C>C(OCC)(=O)C>[ClH:43].[ClH:43].[F:42][C:38]1[CH:37]=[C:36]([CH:23]2[CH:22]([CH2:21][NH:8][C@@H:9]([C:11]3[C:20]4[C:15](=[CH:16][CH:17]=[CH:18][CH:19]=4)[CH:14]=[CH:13][CH:12]=3)[CH3:10])[CH2:27][CH2:26][N:25]([CH2:28][CH2:29][CH2:30][CH2:31][CH2:32][C:33]([OH:35])=[O:34])[CH2:24]2)[CH:41]=[CH:40][CH:39]=1 |f:1.2,4.5.6|. Starting materials: CCOP(=O)(OCC)C(Cl)(Cl)Cl, CCOC(=O)C1C(C=O)C1(C)C, CN(C)P(N(C)C)N(C)C, O. Product: CCOC(=O)C1C(C=C(Cl)Cl)C1(C)C. As a reaction SMILES: [CH2:11]([O:12][P:13](=[O:15])([O:16][CH2:17][CH3:18])[C:19]([Cl:14])([Cl:21])[Cl:22])[CH3:20].[CH2:23]([CH3:24])[O:25][C:26](=[O:27])[CH:28]1[C:29]([CH3:33])([CH3:34])[CH:30]1[CH:31]=[O:32].[CH3:1][N:2]([P:3]([N:4]([CH3:5])[CH3:6])[N:7]([CH3:8])[CH3:9])[CH3:10].[OH2:35]>>[C:19]([Cl:21])([Cl:22])=[CH:31][CH:30]1[CH:28]([C:26]([O:25][CH2:23][CH3:24])=[O:27])[C:29]1([CH3:33])[CH3:34]. The reactants are [OH-].[Na+] (sodium hydroxide), [OH-].[Li+] (Lithium hydroxide), C(C)OC(C(CC1=CC=C(C=C1)OCCC1=CC=C(C=C1)C(=O)NC(C)C)OCC)=O (2-ethoxy-3-[4-(2-{4-(isopropylaminocarbonyl)phenyl}ethoxy)phenyl]propanoic acid ethyl ester). The solvent is O (water), O (water), O1CCCC1 (tetrahydrofuran), O (water). Run at time 3 hour. Product: C(C)OC(C(=O)O)CC1=CC=C(C=C1)OCCC1=CC=C(C=C1)C(=O)NC(C)C (2-ethoxy-3-[4-(2-{4-(isopropylaminocarbonyl)phenyl}ethoxy)phenyl]propanoic acid). Yield: 68.8%. RXN SMILES: C([O:3][C:4](=[O:31])[CH:5]([O:28][CH2:29][CH3:30])[CH2:6][C:7]1[CH:12]=[CH:11][C:10]([O:13][CH2:14][CH2:15][C:16]2[CH:21]=[CH:20][C:19]([C:22]([NH:24][CH:25]([CH3:27])[CH3:26])=[O:23])=[CH:18][CH:17]=2)=[CH:9][CH:8]=1)C.[OH-].[Li+].[OH-].[Na+]>O1CCCC1.O>[CH2:29]([O:28][CH:5]([CH2:6][C:7]1[CH:12]=[CH:11][C:10]([O:13][CH2:14][CH2:15][C:16]2[CH:17]=[CH:18][C:19]([C:22]([NH:24][CH:25]([CH3:26])[CH3:27])=[O:23])=[CH:20][CH:21]=2)=[CH:9][CH:8]=1)[C:4]([OH:31])=[O:3])[CH3:30] |f:1.2,3.4|. Procedure details: 2-Ethoxy-3-[4-(2-{4-(isopropylaminocarbonyl)phenyl}ethoxy)phenyl]propanoic acid ethyl ester (described in Example 106) (1 g; 2.34 mmole) was dissolved in tetrahydrofuran (10 ml). Lithium hydroxide (0.056 g; 2.34 mmole) dissolved in water (6 ml) was added slowly in portions during 20 minutes. The reaction mixture was stirred at room temperature for 3 hours and then diluted with water followed by careful evaporation of tetrahydrofuran. The residual water phase was extracted once with diethyl ether... The reactants are COC(=O)C1=Cc2ccc(OC)cc21, Cl[Al](Cl)Cl, ClCCl, Cl, O=C(Cl)c1ccccc1F. The product is COC(=O)C1=Cc2cc(C(=O)c3ccccc3F)c(OC)cc21. As a reaction SMILES: [CH3:1][O:2][C:3](=[O:4])[C:5]1=[CH:6][c:7]2[c:8]1[cH:9][c:10]([O:13][CH3:14])[cH:11][cH:12]2.[Cl:15][Al:16]([Cl:17])[Cl:18].[Cl:30][CH2:31][Cl:32].[ClH:29].[F:19][c:20]1[c:21]([C:22](=[O:23])[Cl:24])[cH:25][cH:26][cH:27][cH:28]1>>[CH3:1][O:2][C:3](=[O:4])[C:5]1=[CH:6][c:7]2[c:8]1[cH:9][c:10]([O:13][CH3:14])[c:11]([C:22]([c:21]1[c:20]([F:19])[cH:28][cH:27][cH:26][cH:25]1)=[O:23])[cH:12]2. The reactants are FC(C(=O)O)(F)F.C(C)OC(=O)N1CCN(CC1)C([C@H](CCN)NC(=O)C1=NN(C(=C1)OCC(=O)N1[C@@H](CCC1)C(NC1CCC1)=O)C1=CC=CC=C1)=O (4-[(S)-4-amino-2-({5-[2-((S)-2-cyclobutylcarbamoyl-pyrrolidin-1-yl)-2-oxo-ethoxy]-1-phenyl-1H-pyrazole-3-carbonyl}-amino)-butyryl]-piperazine-1-carboxylic acid ethyl ester trifluoroacetate), N1=CC=CC=C1 (pyridine), CC(=O)OC(=O)C (Ac2O). Reagents/catalysts: CN(C)C=1C=CN=CC1 (DMAP). The solvent is ClCCl (dichloromethane), ClCCl (dichloromethane). Run at time 1 hour. Product: C(C)OC(=O)N1CCN(CC1)C([C@H](CCNC(C)=O)NC(=O)C1=NN(C(=C1)OCC(=O)N1[C@@H](CCC1)C(NC1CCC1)=O)C1=CC=CC=C1)=O (4-[(S)-4-Acetylamino-2-({5-[2-((S)-2-cyclobutylcarbamoyl-pyrrolidin-1-yl)-2-oxo-ethoxy]-1-phenyl-1H-pyrazole-3-carbonyl}-amino)-butyryl]-piperazine-1-carboxylic acid ethyl ester). RXN SMILES: F[C:2](F)(F)[C:3](O)=[O:4].[CH2:8]([O:10][C:11]([N:13]1[CH2:18][CH2:17][N:16]([C:19](=[O:54])[C@@H:20]([NH:24][C:25]([C:27]2[CH:31]=[C:30]([O:32][CH2:33][C:34]([N:36]3[CH2:40][CH2:39][CH2:38][C@H:37]3[C:41](=[O:47])[NH:42][CH:43]3[CH2:46][CH2:45][CH2:44]3)=[O:35])[N:29]([C:48]3[CH:53]=[CH:52][CH:51]=[CH:50][CH:49]=3)[N:28]=2)=[O:26])[CH2:21][CH2:22][NH2:23])[CH2:15][CH2:14]1)=[O:12])[CH3:9].N1C=CC=CC=1.CC(OC(C)=O)=O>ClCCl.CN(C1C=CN=CC=1)C>[CH2:8]([O:10][C:11]([N:13]1[CH2:18][CH2:17][N:16]([C:19](=[O:54])[C@@H:20]([NH:24][C:25]([C:27]2[CH:31]=[C:30]([O:32][CH2:33][C:34]([N:36]3[CH2:40][CH2:39][CH2:38][C@H:37]3[C:41](=[O:47])[NH:42][CH:43]3[CH2:46][CH2:45][CH2:44]3)=[O:35])[N:29]([C:48]3[CH:53]=[CH:52][CH:51]=[CH:50][CH:49]=3)[N:28]=2)=[O:26])[CH2:21][CH2:22][NH:23][C:3](=[O:4])[CH3:2])[CH2:15][CH2:14]1)=[O:12])[CH3:9] |f:0.1|. Procedure details: To a solution of 302 mg 4-[(S)-4-amino-2-({5-[2-((S)-2-cyclobutylcarbamoyl-pyrrolidin-1-yl)-2-oxo-ethoxy]-1-phenyl-1H-pyrazole-3-carbonyl}-amino)-butyryl]-piperazine-1-carboxylic acid ethyl ester trifluoroacetate in 5 ml dichloromethane were added 96 μl pyridine, 5 mg DMAP and 48 μl Ac2O at 0° C. After 1 h stirring at this temperature the reaction mixture was diluted with dichloromethane and washed with 0.1 M HCl and half-saturated aqueous NaHCO3. The crude product obtained after evaporation of ...